Dataset: the Open Reaction Database (ORD), a public repository of structured organic reaction records. Task: describe an organic reaction: reactants, conditions, products, and yield The reactants are CC(C)CC1CC(NC(=O)OC(C)(C)C)C1, Cl, C1COCCO1. The product is CC(C)CC1CC(N)C1, Cl. As a reaction SMILES: [CH2:1]([CH:2]([CH3:3])[CH3:4])[CH:5]1[CH2:6][CH:7]([NH:9][C:10](=[O:11])[O:12][C:13]([CH3:14])([CH3:15])[CH3:16])[CH2:8]1.[ClH:17].[O:18]1[CH2:19][CH2:20][O:21][CH2:22][CH2:23]1>>[CH2:1]([CH:2]([CH3:3])[CH3:4])[CH:5]1[CH2:6][CH:7]([NH2:9])[CH2:8]1.[ClH:17].